This data is from the Open Reaction Database (ORD), a public repository of structured organic reaction records. The task is: describe an organic reaction: reactants, conditions, products, and yield Reactants: C(C)OC(=O)C1=CN=C2SC3=C(N21)C=CC(=C3)OC (7-methoxy-imidazo[2,1-b]benzothiazole-3-carboxylic acid ethyl ester), [H-].[H-].[H-].[H-].[Li+].[Al+3] (LiAlH4). The solvent is C1CCOC1 (THF). Product: COC1=CC2=C(N3C(S2)=NC=C3CO)C=C1 (7-Methoxy-imidazo [2,1-b]benzothiazole-3-methanol). Isolated yield 83.6%. RXN SMILES: C([O:3][C:4]([C:6]1[N:13]2[C:9]([S:10][C:11]3[CH:17]=[C:16]([O:18][CH3:19])[CH:15]=[CH:14][C:12]=32)=[N:8][CH:7]=1)=O)C.[H-].[H-].[H-].[H-].[Li+].[Al+3]>C1COCC1>[CH3:19][O:18][C:16]1[CH:15]=[CH:14][C:12]2[N:13]3[C:6]([CH2:4][OH:3])=[CH:7][N:8]=[C:9]3[S:10][C:11]=2[CH:17]=1 |f:1.2.3.4.5.6|. Procedure details: A solution of 7-methoxy-imidazo[2,1-b]benzothiazole-3-carboxylic acid ethyl ester (5.5 g) in THF (150 mL) at 0° was treated with LiAlH4 (1.03 g) and reacted for 1 hour. The reaction was quenched by serial addition of water and 15% sodium hydroxide. The suspension was filtered, the combined filtrate and THF washes were evaporated to yield 7-Methoxy-imidazo [2,1-b]benzothiazole-3-methanol (Formula M-2) (3.9 g). Crystallization from acetonitrile solution gave 7-Methoxy-imidazo[2,1-b]benzothiazole-3... Reactants: [BH4-], CC(C)O, O=S1(=O)N=CN(C2CC2)c2cc(Cl)c(Cl)cc21, [Na+]. The product is O=S1(=O)NCN(C2CC2)c2cc(Cl)c(Cl)cc21. RXN SMILES: [BH4-:1].[CH:20]([OH:21])([CH3:22])[CH3:23].[Cl:3][c:4]1[c:5]([Cl:19])[cH:6][c:7]2[c:8]([cH:18]1)[N:9]([CH:15]1[CH2:16][CH2:17]1)[CH:10]=[N:11][S:12]2(=[O:13])=[O:14].[Na+:2]>>[Cl:3][c:4]1[c:5]([Cl:19])[cH:6][c:7]2[c:8]([cH:18]1)[N:9]([CH:15]1[CH2:16][CH2:17]1)[CH2:10][NH:11][S:12]2(=[O:13])=[O:14]. The reactants are Br[Zn]c1ccccn1, C1CCOC1, COC(=O)c1cnc(Br)s1, c1ccc(P(c2ccccc2)(c2ccccc2)[Pd](P(c2ccccc2)(c2ccccc2)c2ccccc2)(P(c2ccccc2)(c2ccccc2)c2ccccc2)P(c2ccccc2)(c2ccccc2)c2ccccc2)cc1. The product is COC(=O)c1cnc(-c2ccccn2)s1. As a reaction SMILES: [Br:11][Zn:12][c:13]1[n:14][cH:15][cH:16][cH:17][cH:18]1.[CH2:19]1[O:20][CH2:21][CH2:22][CH2:23]1.[CH3:1][O:2][C:3](=[O:4])[c:5]1[cH:6][n:7][c:8]([Br:10])[s:9]1.[cH:24]1[cH:25][cH:26][c:27]([P:28]([Pd:29]([P:30]([c:31]2[cH:32][cH:33][cH:34][cH:35][cH:36]2)([c:37]2[cH:38][cH:39][cH:40][cH:41][cH:42]2)[c:43]2[cH:44][cH:45][cH:46][cH:47][cH:48]2)([P:49]([c:50]2[cH:51][cH:52][cH:53][cH:54][cH:55]2)([c:56]2[cH:57][cH:58][cH:59][cH:60][cH:61]2)[c:62]2[cH:63][cH:64][cH:65][cH:66][cH:67]2)[P:68]([c:69]2[cH:70][cH:71][cH:72][cH:73][cH:74]2)([c:75]2[cH:76][cH:77][cH:78][cH:79][cH:80]2)[c:81]2[cH:82][cH:83][cH:84][cH:85][cH:86]2)([c:87]2[cH:88][cH:89][cH:90][cH:91][cH:92]2)[c:93]2[cH:94][cH:95][cH:96][cH:97][cH:98]2)[cH:99][cH:100]1>>[CH3:1][O:2][C:3](=[O:4])[c:5]1[cH:6][n:7][c:8](-[c:13]2[n:14][cH:15][cH:16][cH:17][cH:18]2)[s:9]1. Reactants: C(C)N(S(=O)(=O)C=1SC=CC1)C=1C=CC(=C2C=C(NC12)C=1SC(=CN1)C=O)C (N-ethyl-N-[2-(5-formyl-1,3-thiazol-2-yl)-4-methyl-1H-indol-7-yl]thiophene-2-sulfonamide), O1CCCC1 (tetrahydrofuran), CCOCC (ether), C[Mg]Br (methylmagnesium bromide). Solvent: C(C)(=O)OCC (ethyl acetate). Conditions: time 4 hour. The product is C(C)N(S(=O)(=O)C=1SC=CC1)C=1C=CC(=C2C=C(NC12)C=1SC(=CN1)C(C)O)C (N-Ethyl-N-{2-[5-(1-hydroxyethyl)-1,3-thiazol-2-yl]-4-methyl-1H-indol-7-yl}thiophene-2-sulfonamide). Yield: 65.0%. RXN SMILES: [CH2:1]([N:3]([C:12]1[CH:13]=[CH:14][C:15]([CH3:28])=[C:16]2[C:20]=1[NH:19][C:18]([C:21]1[S:22][C:23]([CH:26]=[O:27])=[CH:24][N:25]=1)=[CH:17]2)[S:4]([C:7]1[S:8][CH:9]=[CH:10][CH:11]=1)(=[O:6])=[O:5])[CH3:2].O1CCC[CH2:30]1.CCOCC.C[Mg]Br>C(OCC)(=O)C>[CH2:1]([N:3]([C:12]1[CH:13]=[CH:14][C:15]([CH3:28])=[C:16]2[C:20]=1[NH:19][C:18]([C:21]1[S:22][C:23]([CH:26]([OH:27])[CH3:30])=[CH:24][N:25]=1)=[CH:17]2)[S:4]([C:7]1[S:8][CH:9]=[CH:10][CH:11]=1)(=[O:5])=[O:6])[CH3:2]. Reported procedure: To a mixed solution of N-ethyl-N-[2-(5-formyl-1,3-thiazol-2-yl)-4-methyl-1H-indol-7-yl]thiophene-2-sulfonamide (0.30 g) and tetrahydrofuran (30 mL) was added ether solution (0.60 mL) of 3M-methylmagnesium bromide under ice-cooling, and the mixture was stirred at the same temperature for 4 hr. The reaction mixture was diluted with ethyl acetate, washed successively with aqueous citric acid solution and saturated brine, dried over anhydrous magnesium sulfate, and concentrated under reduced pressur... Reactants: CCC1CCC(CCc2ccc(-c3ccc(Cl)nn3)cc2)CC1, CCCCCCCO, Cc1ccccc1, [H-], [Na+], O. Product: CCCCCCCOc1ccc(-c2ccc(CCC3CCC(CC)CC3)cc2)nn1. RXN SMILES: [CH2:11]([CH3:12])[CH:13]1[CH2:14][CH2:15][CH:16]([CH2:19][CH2:20][c:21]2[cH:22][cH:23][c:24](-[c:27]3[n:28][n:29][c:30]([Cl:33])[cH:31][cH:32]3)[cH:25][cH:26]2)[CH2:17][CH2:18]1.[CH2:1]([CH2:2][CH2:3][CH2:4][CH2:5][CH2:6][CH3:7])[OH:8].[CH3:34][c:35]1[cH:36][cH:37][cH:38][cH:39][cH:40]1.[H-:9].[Na+:10].[OH2:41]>>[CH2:1]([CH2:2][CH2:3][CH2:4][CH2:5][CH2:6][CH3:7])[O:8][c:30]1[n:29][n:28][c:27](-[c:24]2[cH:23][cH:22][c:21]([CH2:20][CH2:19][CH:16]3[CH2:15][CH2:14][CH:13]([CH2:11][CH3:12])[CH2:18][CH2:17]3)[cH:26][cH:25]2)[cH:32][cH:31]1. Reactants: C(C)(=O)SC(CC(=O)N1CCN(CC1)C)C(CC(C)C)C(=O)N[C@@H](CC1=CC=C(C=C1)OC)C(=O)NC (1-[3-acetylmercapto-6-methyl-4-[[[1-(S)-[(methylamino)carbonyl]-2-(4-methoxyphenyl)ethyl]amino]-carbonyl]heptanoyl]-4-methylpiperazine), N (ammonia). Solvent: CO (methanol). Reaction conditions: time 6 hour. The product is SC(CC(=O)N1CCN(CC1)C)C(CC(C)C)C(=O)N[C@@H](CC1=CC=C(C=C1)OC)C(=O)NC (1-[3-Mercapto-6-methyl-4-[[[1-(S)-[(methylamino)carbonyl]-2-(4-methoxyphenyl)ethyl]amino]carbonyl]heptanoyl]-4-methylpiperazine). As a reaction SMILES: C([S:4][CH:5]([CH:16]([C:21]([NH:23][C@H:24]([C:34]([NH:36][CH3:37])=[O:35])[CH2:25][C:26]1[CH:31]=[CH:30][C:29]([O:32][CH3:33])=[CH:28][CH:27]=1)=[O:22])[CH2:17][CH:18]([CH3:20])[CH3:19])[CH2:6][C:7]([N:9]1[CH2:14][CH2:13][N:12]([CH3:15])[CH2:11][CH2:10]1)=[O:8])(=O)C.N>CO>[SH:4][CH:5]([CH:16]([C:21]([NH:23][C@H:24]([C:34]([NH:36][CH3:37])=[O:35])[CH2:25][C:26]1[CH:27]=[CH:28][C:29]([O:32][CH3:33])=[CH:30][CH:31]=1)=[O:22])[CH2:17][CH:18]([CH3:20])[CH3:19])[CH2:6][C:7]([N:9]1[CH2:10][CH2:11][N:12]([CH3:15])[CH2:13][CH2:14]1)=[O:8]. Reported procedure: A solution of 1-[3-acetylmercapto-6-methyl-4-[[[1-(S)-[(methylamino)carbonyl]-2-(4-methoxyphenyl)ethyl]amino]-carbonyl]heptanoyl]-4-methylpiperazine (E18, Isomer A; 60 mg, 0.112 mmol) in methanol (5 ml) was purged with nitrogen and cooled in ice, then was treated with 35% aqueous ammonia (0.4 ml). After 6 h at room temperature, the solvents were evaporated in vacuo and the residue was triturated with hexane to give the title compound as a single isomer (Isomer A), mp 65°-68° C. The reactants are [BH4-], O=C1CC2(CCN(Cc3ccccc3)CC2)Oc2ccc(Br)cc21, CO, [Na+], O. Yields the product OC1CC2(CCN(Cc3ccccc3)CC2)Oc2ccc(Br)cc21. RXN SMILES: [BH4-:25].[CH2:1]([c:2]1[cH:3][cH:4][cH:5][cH:6][cH:7]1)[N:8]1[CH2:9][CH2:10][C:11]2([O:12][c:13]3[cH:14][cH:15][c:16]([Br:22])[cH:17][c:18]3[C:19](=[O:21])[CH2:20]2)[CH2:23][CH2:24]1.[CH3:28][OH:29].[Na+:26].[OH2:27]>>[CH2:1]([c:2]1[cH:3][cH:4][cH:5][cH:6][cH:7]1)[N:8]1[CH2:9][CH2:10][C:11]2([O:12][c:13]3[cH:14][cH:15][c:16]([Br:22])[cH:17][c:18]3[CH:19]([OH:21])[CH2:20]2)[CH2:23][CH2:24]1. Starting materials: FC(C1=CC=C(C=N1)C(C)O)(F)F (1-(6-trifluoromethyl-pyridin-3-yl)-ethanol), O=S(Cl)Cl (SOCl2), ice water. The solvent is ClCCl (dichloromethane). Product: ClC(C)C=1C=CC(=NC1)C(F)(F)F (5-(1-chloroethyl)-2-trifluoromethyl-pyridine). As a reaction SMILES: [F:1][C:2]([F:13])([F:12])[C:3]1[N:8]=[CH:7][C:6]([CH:9](O)[CH3:10])=[CH:5][CH:4]=1.O=S(Cl)[Cl:16]>ClCCl>[Cl:16][CH:9]([C:6]1[CH:5]=[CH:4][C:3]([C:2]([F:13])([F:12])[F:1])=[N:8][CH:7]=1)[CH3:10]. Procedure details: To a solution of 0.30 g of 1-(6-trifluoromethyl-pyridin-3-yl)-ethanol in 5 mL of dry dichloromethane was added 0.34 mL of SOCl2. The reaction mixture was refluxed for a half hour and then poured into ice-water, and extracted with dichloromethane. The organic phase was washed with 10% aqueous sodium hydrogen carbonate solution, dried over sodium sulphate and concentrated in vacuo. The resulting residue was purified by flash chromatography (silica, heptanes/ethyl acetate) to give 0.10 g of 5-(1-ch... The reactants are COCCN(C)CC#N ([(2-Methoxyethyl)(methyl)amino]acetonitrile). The reagents and catalysts are [Ni] (Raney-Nickel). Solvent: CCO (EtOH). Reaction conditions: time 5 hour. Product: COCCN(CCN)C (N1-(2-Methoxyethyl)-N1-methylethane-1,2-diamine). Isolated yield 79.2%. As a reaction SMILES: [CH3:1][O:2][CH2:3][CH2:4][N:5]([CH2:7][C:8]#[N:9])[CH3:6]>CCO.[Ni]>[CH3:1][O:2][CH2:3][CH2:4][N:5]([CH3:6])[CH2:7][CH2:8][NH2:9]. Procedure: A mixture of nitrile 267 (3.06 g, 23.4 mmol) and Raney-Nickel (50% slurry in water, 15 g) in EtOH (100 mL) and cNH3 (10 mL) was stirred vigorously under H2 (60 psi) for 5 h. The mixture was filtered through Celite, washed with EtOH (60 mL) and the solvent evaporated, keeping the bath temperature below 35° C. to give crude diamine 268 (Pasini, C.; et al., Farmaco, Edizione Scientifica 1965, 20, 673-685) (2.45 g, 79%) as a colourless oil, which was used without further purification: 1H NMR [(CD3)2...